From a dataset of the Open Reaction Database (ORD), a public repository of structured organic reaction records. describe an organic reaction: reactants, conditions, products, and yield The reactants are BrC1=C(COC2=NNC=C2)C=CC=C1 (3-(2-bromobenzyloxy)-1H-pyrazole), CNC1(CCCCC1)NC (N,N′-dimethylcyclohexanediamine), ClC1=CC=C(C=C1)I (4-chloroiodobenzene), C(=O)([O-])[O-].[K+].[K+] (K2CO3). The solvent is C1(=CC=CC=C1)C (toluene), CCCCCC.C(C)(=O)OCC (hexane ethyl acetate). Run at temperature 100 celsius. Yields the product ClC1=CC=C(C=C1)N1N=C(C=C1)OCC1=C(C=CC=C1)Br (1-(4-Chlorophenyl)-3-(2-bromobenzyloxy-)-1H-pyrazole). The yield is 19.2%. Reaction SMILES: [Br:1][C:2]1[CH:14]=[CH:13][CH:12]=[CH:11][C:3]=1[CH2:4][O:5][C:6]1[CH:10]=[CH:9][NH:8][N:7]=1.[Cl:15][C:16]1[CH:21]=[CH:20][C:19](I)=[CH:18][CH:17]=1.C([O-])([O-])=O.[K+].[K+].CNC1(NC)CCCCC1>C1(C)C=CC=CC=1.CCCCCC.C(OCC)(=O)C>[Cl:15][C:16]1[CH:21]=[CH:20][C:19]([N:8]2[CH:9]=[CH:10][C:6]([O:5][CH2:4][C:3]3[CH:11]=[CH:12][CH:13]=[CH:14][C:2]=3[Br:1])=[N:7]2)=[CH:18][CH:17]=1 |f:2.3.4,7.8|. Procedure details: A suspension consisting of 3-(2-bromobenzyloxy)-1H-pyrazole (0.20 g, 0.91 mmol), 4-chloroiodobenzene (0.17 g, 0.73 mmol), Cul (9 mg, 0.05 mmol), K2CO3 (0.05 mg, 0.38 mmol) and N,N′-dimethylcyclohexanediamine (72 μL, 0.46 mmol) in 2 mL of toluene was heated to 100° C. for 20 h. The mixture was then cooled to room temperature and directly subjected to column chromatography (SiO2, hexane/ethyl acetate=100:0 to 80:20). The product was obtained as a colorless solid (140 mg, 0.14 mmol, 53% yield). The reactants are CN(C(C(C=1C=NC=C(C1)B1OC(C(O1)(C)C)(C)C)=O)=O)C (N,N-dimethyl-2-oxo-2-(5-(4,4,5,5-tetramethyl-1,3,2-dioxaborolan-2-yl)pyridin-3-yl)acetamide), boronic ester, BrC=1C=C2C(=NC1)NC=C2C2=C(C=CC=C2)OC (5-bromo-3-(2-methoxyphenyl)-1H-pyrrolo[2,3-b]pyridine), Dichloro[1,1′-bis(diphenylphosphino)ferrocene]palladium(II)dichloromethane, C(=O)([O-])[O-].[Na+].[Na+] (Na2CO3), O=[N-] (ketoamide). Solvent: C(C)#N (acetonitrile). Conditions: temperature 75 celsius, time 30 minute. Product: COC1=C(C=CC=C1)C1=CNC2=NC=C(C=C21)C=2C=C(C=NC2)C(C(=O)N(C)C)=O (2-(5-(3-(2-methoxyphenyl)-1H-pyrrolo[2,3-b]pyridin-5-yl)pyridin-3-yl)-N,N-dimethyl-2-oxoacetamide). As a reaction SMILES: [CH3:1][N:2]([CH3:22])[C:3](=[O:21])[C:4](=[O:20])[C:5]1[CH:6]=[N:7][CH:8]=[C:9](B2OC(C)(C)C(C)(C)O2)[CH:10]=1.Br[C:24]1[CH:25]=[C:26]2[C:32]([C:33]3[CH:38]=[CH:37][CH:36]=[CH:35][C:34]=3[O:39][CH3:40])=[CH:31][NH:30][C:27]2=[N:28][CH:29]=1.C([O-])([O-])=O.[Na+].[Na+].O=[N-]>C(#N)C>[CH3:40][O:39][C:34]1[CH:35]=[CH:36][CH:37]=[CH:38][C:33]=1[C:32]1[C:26]2[C:27](=[N:28][CH:29]=[C:24]([C:9]3[CH:10]=[C:5]([C:4](=[O:20])[C:3]([N:2]([CH3:1])[CH3:22])=[O:21])[CH:6]=[N:7][CH:8]=3)[CH:25]=2)[NH:30][CH:31]=1 |f:2.3.4|. Procedure: Crude N,N-dimethyl-2-oxo-2-(5-(4,4,5,5-tetramethyl-1,3,2-dioxaborolan-2-yl)pyridin-3-yl)acetamide (592 g, 1.32 mol) from the boronic ester synthesis and 5-bromo-3-(2-methoxyphenyl)-1H-pyrrolo[2,3-b]pyridine 7 (398.5 g, 1.32 mol) were stirred in acetonitrile (5 L) in 10 L reaction vessel. The solution was stirred and purged with N2 for 30 min. Dichloro[1,1′-bis(diphenylphosphino)ferrocene]palladium(II)dichloromethane adduct (34 g, 40.8 mmol) and Na2CO3(aq) (312.8 g dissolved in 1.36 L H2O) were a... Starting materials: O=C([O-])[O-], O=Cc1ccccc1O, [Cs+], [Cs+], O=[N+]([O-])c1cccc(S(=O)(=O)OCC2CO2)c1, CN(C)C=O, O. The product is O=Cc1ccccc1OCC1CO1. RXN SMILES: [C:27](=[O:28])([O-:29])[O-:30].[CH:1](=[O:2])[c:3]1[cH:4][cH:5][cH:6][cH:7][c:8]1[OH:9].[Cs+:31].[Cs+:32].[N+:10]([c:11]1[cH:12][c:13]([S:14]([O:15][CH2:23][CH:24]2[O:25][CH2:26]2)(=[O:16])=[O:17])[cH:18][cH:19][cH:20]1)([O-:21])=[O:22].[O:34]=[CH:35][N:36]([CH3:37])[CH3:38].[OH2:33]>>[CH:1](=[O:2])[c:3]1[cH:4][cH:5][cH:6][cH:7][c:8]1[O:9][CH2:23][CH:24]1[O:25][CH2:26]1. Starting materials: O (water), [C@@H]1([C@H](O)[C@@H](O)[C@H](O)[C@H](O1)CO)C1=CC(=C(C=C1)Cl)CC=1SC(=CC1)C1=NN=NN1 (1-(β-D-glucopyranosyl)-4-chloro-3-(5-(1H-tetrazol-5-yl)-2-thienylmethyl)benzene), C([O-])([O-])=O.[K+].[K+] (potassium carbonate), CI (methyl iodide). Run in CN(C=O)C (dimethylformamide). Conditions: time 8 hour. Product: [C@@H]1([C@H](O)[C@@H](O)[C@H](O)[C@H](O1)CO)C1=CC(=C(C=C1)Cl)CC=1SC(=CC1)C=1N=NN(N1)C (1-(β-D-glucopyranosyl)-4-chloro-3-(5-(2-methyl-2H-tetrazol-5-yl)-2-thienylmethyl)benzene). As a reaction SMILES: [C@@H:1]1([C:12]2[CH:17]=[CH:16][C:15]([Cl:18])=[C:14]([CH2:19][C:20]3[S:21][C:22]([C:25]4[NH:29][N:28]=[N:27][N:26]=4)=[CH:23][CH:24]=3)[CH:13]=2)[O:9][C@H:8]([CH2:10][OH:11])[C@@H:6]([OH:7])[C@H:4]([OH:5])[C@H:2]1[OH:3].CI.[C:32](=O)([O-])[O-].[K+].[K+].O>CN(C)C=O>[C@@H:1]1([C:12]2[CH:17]=[CH:16][C:15]([Cl:18])=[C:14]([CH2:19][C:20]3[S:21][C:22]([C:25]4[N:29]=[N:28][N:27]([CH3:32])[N:26]=4)=[CH:23][CH:24]=3)[CH:13]=2)[O:9][C@H:8]([CH2:10][OH:11])[C@@H:6]([OH:7])[C@H:4]([OH:5])[C@H:2]1[OH:3] |f:2.3.4|. Procedure details: 1-(β-D-glucopyranosyl)-4-chloro-3-(5-(1H-tetrazol-5-yl)-2-thienylmethyl)benzene (140 mg) obtained in Example 181 was dissolved in dimethylformamide (5 ml) and added thereto were methyl iodide (100 μl) and potassium carbonate (220 mg). The mixture was stirred at room temperature overnight. The reaction solution was poured into water and the mixture was extracted with ethyl acetate. The extract was washed with brine and dried over sodium sulfate, and the solvent was evaporated under reduced pressu... The reactants are N1=CC=CC=C1 (pyridine), FC(S(=O)(=O)OC)(F)F (methyl trifluoromethanesulfonate), FC=1C=C(CN(C(C)=S)C)C=CC1F (N-(3,4-difluorobenzyl)-N-methylthioacetamide), C(C)(C)(C)OC(NC1C(CC2=CC=C(C=C12)N)O)=O ((6-amino-2-hydroxyindan-1-yl)-carbamic acid t-butyl ester). The solvent is C(Cl)Cl (CH2Cl2). Reaction conditions: time 30 minute. Yields the product C(C)(C)(C)OC(NC1C(CC2=CC=C(C=C12)N=C(C)N(C)CC1=CC(=C(C=C1)F)F)O)=O ((6-(1-((3,4-difluorobenzyl)-methyl-amino)-ethylideneamino)-2-hydroxyindan-1-yl)-carbamic acid tert-butyl ester). Yield: 298.9%. As a reaction SMILES: FC(F)(F)S(OC)(=O)=O.[F:10][C:11]1[CH:12]=[C:13]([CH:20]=[CH:21][C:22]=1[F:23])[CH2:14][N:15]([CH3:19])[C:16](=S)[CH3:17].[C:24]([O:28][C:29](=[O:42])[NH:30][CH:31]1[C:39]2[C:34](=[CH:35][CH:36]=[C:37]([NH2:40])[CH:38]=2)[CH2:33][CH:32]1[OH:41])([CH3:27])([CH3:26])[CH3:25].N1C=CC=CC=1>C(Cl)Cl>[C:24]([O:28][C:29](=[O:42])[NH:30][CH:31]1[C:39]2[C:34](=[CH:35][CH:36]=[C:37]([N:40]=[C:16]([N:15]([CH2:14][C:13]3[CH:20]=[CH:21][C:22]([F:23])=[C:11]([F:10])[CH:12]=3)[CH3:19])[CH3:17])[CH:38]=2)[CH2:33][CH:32]1[OH:41])([CH3:27])([CH3:25])[CH3:26]. Reported procedure: Add methyl trifluoromethanesulfonate (0.750 g, 3.49 mmol) to a solution of N-(3,4-difluorobenzyl)-N-methylthioacetamide (0.145 g, 0.736 mmol) in 10 mL of CH2Cl2 at room temperature. Stir the mixture for 30 minutes and remove the solvent under reduced pressure. Then add (6-amino-2-hydroxyindan-1-yl)-carbamic acid t-butyl ester (0.78 g, 2.97 mmol) followed by 5 mL of pyridine. The resulting mixture is stirred for 12 h. After pyridine is evaporated, the residue is purified by column chromatograph (... The reactants are C(=O)(OCC1=CC=CC=C1)N[C@H](C1CO1)CC(C)C ((3S)-3-carbobenzoxyamino-5-methyl-1,2-epoxyhexane), C(C1=CC=CC=C1)N (benzylamine). Run in C(C)OCC (diethyl ether). Reaction conditions: time 16 hour. The product is C(C1=CC=CC=C1)NCC([C@H](CC(C)C)NC(=O)OCC1=CC=CC=C1)O ((3S)-N-benzyl-3-carbobenzoxyamino-2-hydroxy-5-methylhexylamine). RXN SMILES: [C:1]([NH:11][C@@H:12]([CH2:16][CH:17]([CH3:19])[CH3:18])[CH:13]1[O:15][CH2:14]1)([O:3][CH2:4][C:5]1[CH:10]=[CH:9][CH:8]=[CH:7][CH:6]=1)=[O:2].[CH2:20]([NH2:27])[C:21]1[CH:26]=[CH:25][CH:24]=[CH:23][CH:22]=1>C(OCC)C>[CH2:20]([NH:27][CH2:14][CH:13]([OH:15])[C@@H:12]([NH:11][C:1]([O:3][CH2:4][C:5]1[CH:10]=[CH:9][CH:8]=[CH:7][CH:6]=1)=[O:2])[CH2:16][CH:17]([CH3:19])[CH3:18])[C:21]1[CH:26]=[CH:25][CH:24]=[CH:23][CH:22]=1. Procedure: To a solution of 100 mg of (3S)-3-carbobenzoxyamino-5-methyl-1,2-epoxyhexane in 10 ml of diethyl ether were added 2 g of dry silica gel and 0.1 ml of benzylamine, and the mixture was stirred for 16 hours at room temperature, then heated under reflux for 2 hours. After filtration of the silica gel, the filtrate was evaporated under reduced pressure. The residue was purified by preparative silica gel thin layer chromatography (developing solvent: lower layer of chloroform/methanol/water=8/3/1 by v... Starting materials: CCn1nc(-c2ccccc2)c(C(C)=O)c([N+](=O)[O-])c1=O, CCO, Nc1cnccn1. Yields the product CCn1nc(-c2ccccc2)c(C(C)=O)c(Nc2cnccn2)c1=O. Reaction SMILES: [C:1]([CH3:2])(=[O:3])[c:4]1[c:5]([N+:19]([O-:20])=[O:21])[c:6](=[O:18])[n:7]([CH2:16][CH3:17])[n:8][c:9]1-[c:10]1[cH:11][cH:12][cH:13][cH:14][cH:15]1.[CH3:29][CH2:30][OH:31].[NH2:22][c:23]1[n:24][cH:25][cH:26][n:27][cH:28]1>>[C:1]([CH3:2])(=[O:3])[c:4]1[c:5]([NH:19][c:23]2[n:24][cH:25][cH:26][n:27][cH:28]2)[c:6](=[O:18])[n:7]([CH2:16][CH3:17])[n:8][c:9]1-[c:10]1[cH:11][cH:12][cH:13][cH:14][cH:15]1. Starting materials: [N+](=O)([O-])C1=C(OC2=CC=C(C=C2)O)C=CC=C1 (4-(2-nitrophenoxy)phenol), FC1=C(CBr)C=CC=C1 (2-fluorobenzyl bromide), [I-].[K+] (potassium iodide), C([O-])([O-])=O.[K+].[K+] (potassium carbonate). Solvent: O (water), CN(C=O)C (N,N-dimethylformamide). Run at temperature 50 celsius, time 4 hour. Yields the product FC1=C(COC2=CC=C(OC3=C(C=CC=C3)[N+](=O)[O-])C=C2)C=CC=C1 (1-[4-(2-fluorobenzyloxy)phenoxy]-2-nitrobenzene). Isolated yield 95.8%. As a reaction SMILES: [N+:1]([C:4]1[CH:17]=[CH:16][CH:15]=[CH:14][C:5]=1[O:6][C:7]1[CH:12]=[CH:11][C:10]([OH:13])=[CH:9][CH:8]=1)([O-:3])=[O:2].[F:18][C:19]1[CH:26]=[CH:25][CH:24]=[CH:23][C:20]=1[CH2:21]Br.[I-].[K+].C(=O)([O-])[O-].[K+].[K+]>CN(C)C=O.O>[F:18][C:19]1[CH:26]=[CH:25][CH:24]=[CH:23][C:20]=1[CH2:21][O:13][C:10]1[CH:9]=[CH:8][C:7]([O:6][C:5]2[CH:14]=[CH:15][CH:16]=[CH:17][C:4]=2[N+:1]([O-:3])=[O:2])=[CH:12][CH:11]=1 |f:2.3,4.5.6|. Procedure details: To a solution of 4-(2-nitrophenoxy)phenol (462 mg, 2.0 mmol) in N,N-dimethylformamide (20 ml) were added 2-fluorobenzyl bromide (400 mg, 2.1 mmol), potassium iodide (40 mg, 0.24 mmol) and potassium carbonate (300 mg, 2.2 mmol), followed by stirring at 50° C. for 4 hours. The reaction solution was poured into water and extracted with ethyl acetate. The organic layer was washed with water and a saturated aqueous sodium chloride solution and dried. The solvent was evaporated under reduced pressure ... The reactants are COc1cc(CC(C)C)ccc1COc1ccc2c(c1)CCC(C=O)=C2C, C1CCNCC1, CNC, O=Cc1ccc2cc(OCCCCc3ccccc3)ccc2c1. Yields the product COc1cc(CC(C)C)ccc1COc1ccc2c(c1)CCC(CN(C)C)=C2C. Reaction SMILES: [CH2:1]([CH:2]([CH3:3])[CH3:4])[c:5]1[cH:6][c:7]([O:26][CH3:27])[c:8]([CH2:9][O:10][c:11]2[cH:12][c:13]3[c:18]([cH:19][cH:20]2)[C:17]([CH3:21])=[C:16]([CH:22]=[O:23])[CH2:15][CH2:14]3)[cH:24][cH:25]1.[CH2:54]1[CH2:55][CH2:56][NH:57][CH2:58][CH2:59]1.[CH3:51][NH:52][CH3:53].[c:28]1([CH2:29][CH2:30][CH2:31][CH2:32][O:33][c:34]2[cH:35][c:36]3[c:37]([cH:38][cH:39]2)[cH:40][c:41]([CH:42]=[O:43])[cH:44][cH:45]3)[cH:46][cH:47][cH:48][cH:49][cH:50]1>>[CH2:1]([CH:2]([CH3:3])[CH3:4])[c:5]1[cH:6][c:7]([O:26][CH3:27])[c:8]([CH2:9][O:10][c:11]2[cH:12][c:13]3[c:18]([cH:19][cH:20]2)[C:17]([CH3:21])=[C:16]([CH2:22][N:52]([CH3:51])[CH3:53])[CH2:15][CH2:14]3)[cH:24][cH:25]1.